This data is from the Open Reaction Database (ORD), a public repository of structured organic reaction records. The task is: describe an organic reaction: reactants, conditions, products, and yield Starting materials: COc1cccc(F)c1C(=O)NC(=O)Nc1cccc(C(F)(F)F)c1, CNC, CN(C)C=O. Yields the product COc1cccc(N(C)C)c1C(=O)NC(=O)Nc1cccc(C(F)(F)F)c1. As a reaction SMILES: [CH3:1][O:2][c:3]1[c:4]([C:5](=[O:6])[NH:7][C:8](=[O:9])[NH:10][c:11]2[cH:12][c:13]([C:17]([F:18])([F:19])[F:20])[cH:14][cH:15][cH:16]2)[c:21]([F:25])[cH:22][cH:23][cH:24]1.[CH3:26][NH:27][CH3:28].[CH3:29][N:30]([CH3:31])[CH:32]=[O:33]>>[CH3:1][O:2][c:3]1[c:4]([C:5](=[O:6])[NH:7][C:8](=[O:9])[NH:10][c:11]2[cH:12][c:13]([C:17]([F:18])([F:19])[F:20])[cH:14][cH:15][cH:16]2)[c:21]([N:27]([CH3:26])[CH3:28])[cH:22][cH:23][cH:24]1. Starting materials: C(C)OCC (ethyl ether), [N+](=[N-])=C (diazomethane), C1(CCC1)C=1N=C(SC1)/C=C/C=1C=C(C=CC1)NC(CC1=C(C(=O)O)C=CC=C1)=O ((E)-2-[2-[3-[2-[4-(cyclobuty)-2-thiazolyl]ethenyl]phenylamino]-2-oxoethyl]benzoic acid). Run in C(C)OCC.C(Cl)Cl (ethyl ether methylene chloride). Product: COC(C1=C(C=CC=C1)CC(=O)NC1=CC(=CC=C1)\C=C\C=1SC=C(N1)C1CCC1)=O ((E)-2-[2-[3-[2-[4-(cyclobutyl)-2-thiazolyl]ethenyl]phenylamino]-2-oxoethyl]benzoic acid methyl ester). As a reaction SMILES: [CH:1]1([C:5]2[N:6]=[C:7](/[CH:10]=[CH:11]/[C:12]3[CH:13]=[C:14]([NH:18][C:19](=[O:30])[CH2:20][C:21]4[CH:29]=[CH:28][CH:27]=[CH:26][C:22]=4[C:23]([OH:25])=[O:24])[CH:15]=[CH:16][CH:17]=3)[S:8][CH:9]=2)[CH2:4][CH2:3][CH2:2]1.[CH2:31](OCC)C.[N+](=C)=[N-]>C(OCC)C.C(Cl)Cl>[CH3:31][O:24][C:23](=[O:25])[C:22]1[CH:26]=[CH:27][CH:28]=[CH:29][C:21]=1[CH2:20][C:19]([NH:18][C:14]1[CH:15]=[CH:16][CH:17]=[C:12](/[CH:11]=[CH:10]/[C:7]2[S:8][CH:9]=[C:5]([CH:1]3[CH2:2][CH2:3][CH2:4]3)[N:6]=2)[CH:13]=1)=[O:30] |f:3.4|. Procedure details: A suspension of 2.1 g of (E)-2-[2-[3-[2-[4-(cyclobuty)-2-thiazolyl]ethenyl]phenylamino]-2-oxoethyl]benzoic acid in 200 ml of ethyl ether/methylene chloride (1:3 v/v) was treated with an excess of an ethyl ether solution of diazomethane. After 10 min the excess of diazomethane was removed with a stream of nitrogen, the remaining solvents were removed in vacuo and the residual materials were taken up into methylene chloride. This solution was washed with water (2×15 ml) and dried (MgSO4). Removal ... Reactants: NC1CC(N(C(C1)(C)C)C)(C)C (4-amino-1,2,2,6,6-pentamethylpiperidine), O1C(COC2=CC=C(C=C2)C(C)(C)C2=CC=C(C=C2)OCC2CO2)C1 (2,2-bis[p-(2,3-epoxypropoxy)phenyl]propane). Run in CO (methanol). Product: OC(COC1=CC=C(C=C1)C(C)(C)C1=CC=C(C=C1)OCC(CNC1CC(N(C(C1)(C)C)C)(C)C)O)CNC1CC(N(C(C1)(C)C)C)(C)C (2,2-Bis[4-{2-hydroxy-3-[(1,2,2,6,6-pentamethyl-4-piperidyl)amino]propoxy}phenyl]propane), crystals. As a reaction SMILES: [NH2:1][CH:2]1[CH2:7][C:6]([CH3:9])([CH3:8])[N:5]([CH3:10])[C:4]([CH3:12])([CH3:11])[CH2:3]1.[O:13]1[CH2:37][CH:14]1[CH2:15][O:16][C:17]1[CH:22]=[CH:21][C:20]([C:23]([C:26]2[CH:31]=[CH:30][C:29]([O:32][CH2:33][CH:34]3[O:36][CH2:35]3)=[CH:28][CH:27]=2)([CH3:25])[CH3:24])=[CH:19][CH:18]=1>CO>[OH:13][CH:14]([CH2:37][NH:1][CH:2]1[CH2:3][C:4]([CH3:11])([CH3:12])[N:5]([CH3:10])[C:6]([CH3:9])([CH3:8])[CH2:7]1)[CH2:15][O:16][C:17]1[CH:22]=[CH:21][C:20]([C:23]([C:26]2[CH:31]=[CH:30][C:29]([O:32][CH2:33][CH:34]([OH:36])[CH2:35][NH:1][CH:2]3[CH2:3][C:4]([CH3:12])([CH3:11])[N:5]([CH3:10])[C:6]([CH3:8])([CH3:9])[CH2:7]3)=[CH:28][CH:27]=2)([CH3:24])[CH3:25])=[CH:19][CH:18]=1. Reported procedure: To 100 ml of methanol were added 12 g of 4-amino-1,2,2,6,6-pentamethylpiperidine and 11 g of 2,2-bis[p-(2,3-epoxypropoxy)phenyl]propane; the mixture was then reacted in a similar manner to that described in Example 1, giving the desired compound in the form of white crystals melting at 141°-143° C. The compound had an Rf value of 0.64 on thin layer chromatography on silica gel developed with a 1:3:1 by volume mixture of methanol, ethyl acetate and triethylamine.